Dataset: the Open Reaction Database (ORD), a public repository of structured organic reaction records. Task: describe an organic reaction: reactants, conditions, products, and yield Reactants: Cc1ccc(-c2cc(-c3ccccc3)cc3c2OC(COS(=O)(=O)c2ccc(C)cc2)C3)cc1, CN, Cl. The product is CNCC1Cc2cc(-c3ccccc3)cc(-c3ccc(C)cc3)c2O1. RXN SMILES: [CH3:2][c:3]1[cH:4][cH:5][c:6](-[c:9]2[cH:10][c:11](-[c:30]3[cH:31][cH:32][cH:33][cH:34][cH:35]3)[cH:12][c:13]3[c:17]2[O:16][CH:15]([CH2:18][O:19][S:20]([c:21]2[cH:22][cH:23][c:24]([CH3:25])[cH:26][cH:27]2)(=[O:28])=[O:29])[CH2:14]3)[cH:7][cH:8]1.[CH3:36][NH2:37].[ClH:1]>>[CH3:2][c:3]1[cH:4][cH:5][c:6](-[c:9]2[cH:10][c:11](-[c:30]3[cH:31][cH:32][cH:33][cH:34][cH:35]3)[cH:12][c:13]3[c:17]2[O:16][CH:15]([CH2:18][NH:37][CH3:36])[CH2:14]3)[cH:7][cH:8]1. Starting materials: C=O, C1CCCCC1, C1CCNCC1, CN1CCCC1, [OH-], [OH-], [OH-], O, [Rh+3]. The product is C1CCC(CN2CCCCC2)CC1. Reaction SMILES: [C:14]=[O:15].[CH2:1]1[CH2:2][CH2:3][CH2:4][CH2:5][CH2:6]1.[CH2:7]1[CH2:8][CH2:9][NH:10][CH2:11][CH2:12]1.[CH3:16][N:17]1[CH2:18][CH2:19][CH2:20][CH2:21]1.[OH-:22].[OH-:24].[OH-:25].[OH2:13].[Rh+3:23]>>[CH:1]1([CH2:16][N:10]2[CH2:9][CH2:8][CH2:7][CH2:12][CH2:11]2)[CH2:2][CH2:3][CH2:4][CH2:5][CH2:6]1. Starting materials: [BH4-].[Na+] (sodium borohydride), C(C)OC(=O)C1=NN=C(S1)C1=NC=CC=C1 (2-(5-ethoxycarbonyl-1,3,4-thiadiazol-2-yl)-pyridine), O (water). The solvent is C(C)O (ethanol). Run at temperature 30 celsius, time 2 hour. Yields the product OCC1=NN=C(S1)C1=NC=CC=C1 (2-(5-Hydroxymethyl-1,3,4-thiadiazol-2-yl)-pyridine). As a reaction SMILES: C([O:3][C:4]([C:6]1[S:10][C:9]([C:11]2[CH:16]=[CH:15][CH:14]=[CH:13][N:12]=2)=[N:8][N:7]=1)=O)C.[BH4-].[Na+].O>C(O)C>[OH:3][CH2:4][C:6]1[S:10][C:9]([C:11]2[CH:16]=[CH:15][CH:14]=[CH:13][N:12]=2)=[N:8][N:7]=1 |f:1.2|. Reported procedure: To a mixture of 2-(5-ethoxycarbonyl-1,3,4-thiadiazol-2-yl)-pyridine (8 gm) in ethanol (80 ml), was added sodium borohydride (2.51 gm) in lots at 30° C. It was stirred at 30° C. over a period of 2 h. The solvent was evaporated under vacuum to provide a crude mass. To the crude mass, water (100 ml) was added and it was extracted with dichloromethane (200 ml×2). Combined organic layers was washed with water and concentrated under vacuum to provide title compound in 6.1 gm quantity (92%). The reactants are C(C)(=O)NC1(C2CCC(C1)C2)CNC(C)=O (2-Acetylamino-2-acetylaminomethyl-bicyclo[2.2.1]heptane), ( 4/1 ), solution, Cl (hydrochloric acid). Run in O (water). Yields the product Cl.Cl.NC1(C2CCC(C1)C2)CN (2-Amino-2-aminomethyl-bicyclo[2.2.1]heptane dihydrochloride). Reaction SMILES: C([NH:4][C:5]1([CH2:12][NH:13]C(=O)C)[CH2:10][CH:9]2[CH2:11][CH:6]1[CH2:7][CH2:8]2)(=O)C.[ClH:17]>O>[ClH:17].[ClH:17].[NH2:4][C:5]1([CH2:12][NH2:13])[CH2:10][CH:9]2[CH2:11][CH:6]1[CH2:7][CH2:8]2 |f:3.4.5|. Procedure details: 2-Acetylamino-2-acetylaminomethyl-bicyclo[2.2.1]heptane (3 g), in the form of a mixture of the exo and endo racemates in a ratio of (4/1), in a 6N solution (100 cc) of hydrochloric acid in water is refluxed for 8 hours. The mixture is concentrated to dryness under reduced pressure (5.2 kPa), the residue from the evaporation is taken up in ethanol (50 cc) and diisopropyl ether (150 cc) is added dropwise. The precipitate obtained is drained on a glass frit, washed with a mixture of ethanol and dii... The reactants are C(C)OC(CC(C)(C1=CC=C(C=C1)C1=CC=C(C=C1)F)Br)=O (3-bromo-3-(4'-fluoro-4-biphenylyl)-butyric acid ethyl ester), NN (hydrazine). Solvent: O1CCOCC1 (dioxane). Yields the product FC1=CC=C(C=C1)C1=CC=C(C=C1)C1(NNC(C1)=O)C (3-(4'-fluoro-4-biphenylyl)-3-methyl-pyrazolidin-5-one). As a reaction SMILES: C([O:3][C:4](=O)[CH2:5][C:6](Br)([C:8]1[CH:13]=[CH:12][C:11]([C:14]2[CH:19]=[CH:18][C:17]([F:20])=[CH:16][CH:15]=2)=[CH:10][CH:9]=1)[CH3:7])C.[NH2:23][NH2:24]>O1CCOCC1>[F:20][C:17]1[CH:18]=[CH:19][C:14]([C:11]2[CH:12]=[CH:13][C:8]([C:6]3([CH3:7])[CH2:5][C:4](=[O:3])[NH:24][NH:23]3)=[CH:9][CH:10]=2)=[CH:15][CH:16]=1. Reported procedure: A solution of 36.5 g of 3-bromo-3-(4'-fluoro-4-biphenylyl)-butyric acid ethyl ester [obtainable from 3-(4'-fluoro-4-biphenylyl)-3-hydroxybutyric acid ethyl ester and PBr3 ] and 7 g of hydrazine in 200 ml of dioxane is boiled for 2 hours and is evaporated. Working up gives 3-(4'-fluoro-4-biphenylyl)-3-methyl-pyrazolidin-5-one, m.p. 194°-196°. The reactants are OC1CN(C1)C(=O)N1CC(CC(C1)C1=CC=C(C=C1)C(F)(F)F)C(=O)O (1-[(3-Hydroxyazetidin-1-yl)carbonyl]-5-[4-(trifluoromethyl)phenyl]piperidine-3-carboxylic acid), 45.7, FC1=C(C=C(C=C1)F)C(N)=NO (2,5-Difluoro-N′-hydroxybenzenecarboximidamide). Yields the product FC1=C(C=C(C=C1)F)C1=NOC(=N1)C1CN(CC(C1)C1=CC=C(C=C1)C(F)(F)F)C(=O)N1CC(C1)O ({3-[3-(2,5-Difluorophenyl)-1,2,4-oxadiazol-5-yl]-5-[4-(trifluoromethyl)phenyl]piperidin-1-yl}(3-hydroxyazetidin-1-yl)methanone). RXN SMILES: [OH:1][CH:2]1[CH2:5][N:4]([C:6]([N:8]2[CH2:13][CH:12]([C:14]3[CH:19]=[CH:18][C:17]([C:20]([F:23])([F:22])[F:21])=[CH:16][CH:15]=3)[CH2:11][CH:10]([C:24]([OH:26])=O)[CH2:9]2)=[O:7])[CH2:3]1.[F:27][C:28]1[CH:33]=[CH:32][C:31]([F:34])=[CH:30][C:29]=1[C:35](=[N:37]O)[NH2:36]>>[F:27][C:28]1[CH:33]=[CH:32][C:31]([F:34])=[CH:30][C:29]=1[C:35]1[N:37]=[C:24]([CH:10]2[CH2:11][CH:12]([C:14]3[CH:15]=[CH:16][C:17]([C:20]([F:22])([F:23])[F:21])=[CH:18][CH:19]=3)[CH2:13][N:8]([C:6]([N:4]3[CH2:5][CH:2]([OH:1])[CH2:3]3)=[O:7])[CH2:9]2)[O:26][N:36]=1. Procedure details: 90.0 mg (0.242 mmol) of 1-[(3-hydroxyazetidin-1-yl)carbonyl]-5-[4-(trifluoromethyl)phenyl]piperidine-3-carboxylic acid (Example 101A) and 45.7 (0.266 mmol) of 2,5-difluoro-N′-hydroxybenzenecarboximidamide (Example 74A) were reacted according to the General Method 1. Yield: 42.9 mg (34% of theory). The reactants are C(C1=CC=CC=C1)SCC1=CC(NC2=CC=C(C=C12)C1=C(C=CC=C1)OC)(C)C (4-Benzylsulfanylmethyl-6-(2-methoxyphenyl)-2,2-dimethyl-1,2-dihydroquinoline), BrCC1=CC(NC2=CC=C(C=C12)C1=C(C=CC=C1)OC)(C)C (4-bromomethyl-6-(2-methoxyphenyl)-2,2-dimethyl-1,2-dihydroquinoline), C([O-])([O-])=O.[K+].[K+] (potassium carbonate), C(C1=CC=CC=C1)S (benzyl mercaptan). Product: COC1=C(C=CC=C1)C=1C=C2C(=CC(NC2=CC1)(C)C)CNC1=CC=CC=C1 ([6-(2-methoxyphenyl)-2,2-dimethyl-1,2-dihydroquinolin-4-ylmethyl]phenylamine). As a reaction SMILES: C(SCC1[C:19]2[C:14](=[CH:15][CH:16]=[C:17](C3C=CC=CC=3OC)[CH:18]=2)[NH:13]C(C)(C)C=1)C1C=CC=CC=1.Br[CH2:31][C:32]1[C:41]2[C:36](=[CH:37][CH:38]=[C:39]([C:42]3[CH:47]=[CH:46][CH:45]=[CH:44][C:43]=3[O:48][CH3:49])[CH:40]=2)[NH:35][C:34]([CH3:51])([CH3:50])[CH:33]=1.C(=O)([O-])[O-].[K+].[K+].C(S)C1C=CC=CC=1>>[CH3:49][O:48][C:43]1[CH:44]=[CH:45][CH:46]=[CH:47][C:42]=1[C:39]1[CH:40]=[C:41]2[C:36](=[CH:37][CH:38]=1)[NH:35][C:34]([CH3:51])([CH3:50])[CH:33]=[C:32]2[CH2:31][NH:13][C:14]1[CH:19]=[CH:18][CH:17]=[CH:16][CH:15]=1 |f:2.3.4|. Reported procedure: 4-Benzylsulfanylmethyl-6-(2-methoxyphenyl)-2,2-dimethyl-1,2-dihydroquinoline 80 mg of 4-bromomethyl-6-(2-methoxyphenyl)-2,2-dimethyl-1,2-dihydroquinoline, 69 mg of potassium carbonate, and 52 μL of benzyl mercaptan reacted to give 12 mg of the title compound as an oil.